From a dataset of the Open Reaction Database (ORD), a public repository of structured organic reaction records. describe an organic reaction: reactants, conditions, products, and yield The reactants are ClC=1C=C(C=C(C1)N)N (5-chloro-1,3-phenylenediamine), COC1OC(CC1)OC (2,5-dimethoxytetrahydrofuran). The solvent is C(C)(=O)O (acetic acid). The product is ClC=1C=C(N)C=C(C1)N1C=CC=C1 (3-chloro-5-(1-pyrrolyl)aniline). RXN SMILES: [Cl:1][C:2]1[CH:3]=[C:4]([NH2:9])[CH:5]=[C:6]([NH2:8])[CH:7]=1.CO[CH:12]1[CH2:16][CH2:15][CH:14](OC)O1>C(O)(=O)C>[Cl:1][C:2]1[CH:7]=[C:6]([CH:5]=[C:4]([N:9]2[CH:12]=[CH:16][CH:15]=[CH:14]2)[CH:3]=1)[NH2:8]. Reported procedure: To a solution of 5-chloro-1,3-phenylenediamine (2.00 g) in acetic acid (20 mL) was added 2,5-dimethoxytetrahydrofuran (1.8 mL). After 4 hours at reflux, the reaction mixture was concentrated. The residue was suspended in satd. NaHCO3 and EtOAc. The reaction mixture was filtered and the organic layer was collected, washed with satd. NaHCO3 and brine, dried (Na2SO4), filtered and concentrated. Purification of the residue by chromatography (silica gel: EtOAc/hexane: 1/4) afforded 0.54 g of 3-chloro... Reactants: C(C)(C)(C)OC(=O)N1[C@@H](CC(C1)=NOC)C(=O)O ((2S,4EZ)-1-(tert-butoxycarbonyl)-4-(methoxyimino)-2-pyrrolidine-carboxylic acid), ON=C(C(C1=CC=CC=C1)O)N ((2RS)-N′,2-dihydroxy-2-phenylethanimidamide), NC(C1CCN(CC1)C(=O)OC(C)(C)C)=NO (tert-butyl 4-[amino(hydroxyimino)methyl]-1-piperidinecarboxylate), C(C)(C)(C)OC(=O)N1[C@@H](CC(C1)=NOC)C(=O)O ((2S,4EZ)-1-(tert-butoxycarbonyl)-4-(methoxyimino)-2-pyrrolidine-carboxylic acid), C1(=CC=C(C=C1)C(=O)Cl)C1=CC=CC=C1 ([1,1′-biphenyl]-4-carbonyl chloride). Yields the product CON=C1CN([C@@H](C1)C1=NC(=NO1)C(C1=CC=CC=C1)O)C(=O)C1=CC=C(C=C1)C1=CC=CC=C1 ((3EZ,5S)-1-([1,1′-biphenyl]-4-ylcarbonyl)-5-{3-[(RS)-hydroxy(phenyl)methyl]-1,2,4-oxadiazol-5-yl}-3-pyrrolidinone O-methyloxime). Reaction SMILES: C(O[C:6]([N:8]1[CH2:12][C:11](=[N:13][O:14][CH3:15])[CH2:10][C@H:9]1[C:16]([OH:18])=O)=[O:7])(C)(C)C.[C:19]1([C:28]2[CH:33]=[CH:32][CH:31]=[CH:30][CH:29]=2)[CH:24]=[CH:23][C:22](C(Cl)=O)=[CH:21][CH:20]=1.O[N:35]=[C:36]([NH2:45])[CH:37]([OH:44])[C:38]1[CH:43]=[CH:42][CH:41]=[CH:40][CH:39]=1.NC(=NO)C1CCN(C(OC(C)(C)C)=O)CC1>>[CH3:15][O:14][N:13]=[C:11]1[CH2:10][C@@H:9]([C:16]2[O:18][N:45]=[C:36]([CH:37]([OH:44])[C:38]3[CH:39]=[CH:40][CH:41]=[CH:42][CH:43]=3)[N:35]=2)[N:8]([C:6]([C:31]2[CH:30]=[CH:29][C:28]([C:19]3[CH:20]=[CH:21][CH:22]=[CH:23][CH:24]=3)=[CH:33][CH:32]=2)=[O:7])[CH2:12]1. Procedure: Following the general method as outlined in Example 59, starting from (2S,4EZ)-1-(tert-butoxycarbonyl)-4-(methoxyimino)-2-pyrrolidine-carboxylic acid (Intermediate 2), [1,1′-biphenyl]-4-carbonyl chloride, and (2RS)-N′,2-dihydroxy-2-phenylethanimidamide (an Intermediate 7), the title compound was obtained in 75% purity by HPLC. MS(ESI+): m/z=469.3. The reactants are O=C([O-])[O-], CC1CC(C(=O)O)N(C(=O)OC(C)(C)C)C1, CI, CC#N, [K+], [K+]. The product is COC(=O)C1CC(C)CN1C(=O)OC(C)(C)C. As a reaction SMILES: [C:19](=[O:20])([O-:21])[O-:22].[C:1]([CH3:2])([CH3:3])([CH3:4])[O:5][C:6](=[O:7])[N:8]1[CH:9]([C:14](=[O:15])[OH:16])[CH2:10][CH:11]([CH3:13])[CH2:12]1.[CH3:17][I:18].[CH3:25][C:26]#[N:27].[K+:23].[K+:24]>>[C:1]([CH3:2])([CH3:3])([CH3:4])[O:5][C:6](=[O:7])[N:8]1[CH:9]([C:14](=[O:15])[O:16][CH3:19])[CH2:10][CH:11]([CH3:13])[CH2:12]1. Reactants: C(C)(C)(C)ON[C@@H](C)C(=O)O (N-tert-Butoxyalanine), C=1C=CC2=C(C1)N=NN2O (HOBT), CN(C)C=O (DMF), CN1CCOCC1 (N-Methylmorpholine), Cl.N[C@@H](C(C)C)C(=O)N (L-valinamide hydrochloride), CN(C)C=O (DMF). The solvent is C(CCl)Cl (EDC), C(CCl)Cl (EDC). Run at time 7.5 minute. Yields the product C(C)(C)(C)OC(=O)N[C@@H](C)C(=O)N[C@@H](C(C)C)C(=O)N (N-(tert-butoxycarbonyl)-L-alanyl-L-valinamide). The yield is 74.0%. RXN SMILES: [C:1]([O:5]N[C@H](C(O)=O)C)([CH3:4])([CH3:3])[CH3:2].C1C=C[C:15]2N(O)N=[N:18][C:16]=2[CH:17]=1.CN1C[CH2:27][O:26]CC1.Cl.[NH2:30][C@H:31]([C:35]([NH2:37])=[O:36])[CH:32]([CH3:34])[CH3:33].CN(C=[O:42])C>C(Cl)CCl>[C:1]([O:5][C:27]([NH:18][C@H:16]([C:17]([NH:30][C@H:31]([C:35]([NH2:37])=[O:36])[CH:32]([CH3:34])[CH3:33])=[O:42])[CH3:15])=[O:26])([CH3:2])([CH3:3])[CH3:4] |f:3.4|. Procedure: N-tert-Butoxyalanine (0.95 g, 5.0 mmol), EDC (1.0 g, 5.2 mmol), and HOBT (0.70 g, 5.2 mmol) are stirred in 10 mL of dry DMF under nitrogen for 1 h. N-Methylmorpholine (1.6 mL, 14.5 mmol) is added to L-valinamide hydrochloride (0.76 g, 5.0 mmol) in 7 mL of DMF, and the resulting suspension is agitated for 5-10 min and then added to the EDC mixture. The reaction mixture is stirred for 3 days. It is quenched with 1 N KHSO4 and extracted into ethyl acetate. The organic phase is washed successively w... Procedure: The title compound was prepared from 7-difluoromethyl-5-(4-trifluoromethyl-phenyl)-pyrazolo[1,5-a]pyrimidine-3-carboxylic acid (example C. 1) and 2-amino-4-methyl-thiazole-5-sulfonic acid (2-hydroxy-ethyl)-methyl-amide (example B.20) according to general procedure II. As a reaction SMILES: [F:1][CH:2]([F:25])[C:3]1[N:8]2[N:9]=[CH:10][C:11]([C:12](O)=[O:13])=[C:7]2[N:6]=[C:5]([C:15]2[CH:20]=[CH:19][C:18]([C:21]([F:24])([F:23])[F:22])=[CH:17][CH:16]=2)[CH:4]=1.[OH:26][CH2:27][CH2:28][N:29]([CH3:40])[S:30]([C:33]1[S:37][C:36]([NH2:38])=[N:35][C:34]=1[CH3:39])(=[O:32])=[O:31]>>[OH:26][CH2:27][CH2:28][N:29]([CH3:40])[S:30]([C:33]1[S:37][C:36]([NH:38][C:12]([C:11]2[CH:10]=[N:9][N:8]3[C:3]([CH:2]([F:25])[F:1])=[CH:4][C:5]([C:15]4[CH:16]=[CH:17][C:18]([C:21]([F:24])([F:23])[F:22])=[CH:19][CH:20]=4)=[N:6][C:7]=23)=[O:13])=[N:35][C:34]=1[CH3:39])(=[O:31])=[O:32]. Product: OCCN(S(=O)(=O)C1=C(N=C(S1)NC(=O)C=1C=NN2C1N=C(C=C2C(F)F)C2=CC=C(C=C2)C(F)(F)F)C)C (7-Difluoromethyl-5-(4-trifluoromethyl-phenyl)-pyrazolo[1,5-a]pyrimidine-3-carboxylic acid {5-[(2-hydroxy-ethyl)-methyl-sulfamoyl]-4-methyl-thiazol-2-yl}-amide). Reactants: FC(C1=CC(=NC=2N1N=CC2C(=O)O)C2=CC=C(C=C2)C(F)(F)F)F (7-difluoromethyl-5-(4-trifluoromethyl-phenyl)-pyrazolo[1,5-a]pyrimidine-3-carboxylic acid), OCCN(S(=O)(=O)C1=C(N=C(S1)N)C)C (2-Amino-4-methyl-thiazole-5-sulfonic acid (2-hydroxy-ethyl)-methyl-amide). Reactants: COC(=O)c1ccccc1Br, C1CNCCN1, [K+], [K+], O=C([O-])[O-], C1CCOOC1. The product is COC(=O)c1ccccc1N1CCNCC1. As a reaction SMILES: [Br:1][c:2]1[c:3]([C:4](=[O:5])[O:6][CH3:7])[cH:8][cH:9][cH:10][cH:11]1.[CH2:12]1[CH2:13][NH:14][CH2:15][CH2:16][NH:17]1.[K+:18].[K+:19].[O-:20][C:21]([O-:22])=[O:23].[O:24]1[O:25][CH2:26][CH2:27][CH2:28][CH2:29]1>>[c:2]1([N:14]2[CH2:13][CH2:12][NH:17][CH2:16][CH2:15]2)[c:3]([C:4](=[O:5])[O:6][CH3:7])[cH:8][cH:9][cH:10][cH:11]1. Starting materials: BrC1=C(C=C(C=C1)[N+](=O)[O-])N1N=C(N(C1=O)CC1=CC=C(C=C1)C1=C(C=CC=C1)S(NC(C)(C)C)(=O)=O)CCCC (2-(2-bromo-5-nitrophenyl)-4-[[2'-(N-t-butylsulfamoyl)biphenyl-4-yl]methyl]-5-n-butyl-2,4-dihydro-3H-1,2,4-triazol-3-one), [F-].[K+] (potassium fluoride), cuprous iodide, ClC(C(=O)OC)(F)F (methyl chlorodifluoroacetate). Run in O (H2O), CN(C)C=O (DMF). Conditions: temperature 120 celsius, time 12 hour. The product is C(CCC)C=1N(C(N(N1)C1=C(C=CC(=C1)[N+](=O)[O-])C(F)(F)F)=O)CC1=CC=C(C=C1)C1=C(C=CC=C1)S(NC(C)(C)C)(=O)=O (5-n-Butyl-4-[[2'-(N-t-butylsulfamoyl)biphenyl-4-yl]methyl]-2,4-dihydro-2-[5-nitro-2-(trifluoromethyl)phenyl]-3H-1,2,4-triazol-3-one). Isolated yield 36.6%. RXN SMILES: Br[C:2]1[CH:7]=[CH:6][C:5]([N+:8]([O-:10])=[O:9])=[CH:4][C:3]=1[N:11]1[C:15](=[O:16])[N:14]([CH2:17][C:18]2[CH:23]=[CH:22][C:21]([C:24]3[CH:29]=[CH:28][CH:27]=[CH:26][C:25]=3[S:30](=[O:37])(=[O:36])[NH:31][C:32]([CH3:35])([CH3:34])[CH3:33])=[CH:20][CH:19]=2)[C:13]([CH2:38][CH2:39][CH2:40][CH3:41])=[N:12]1.[F-:42].[K+].Cl[C:45]([F:51])([F:50])C(OC)=O>CN(C=O)C.O>[CH2:38]([C:13]1[N:14]([CH2:17][C:18]2[CH:23]=[CH:22][C:21]([C:24]3[CH:29]=[CH:28][CH:27]=[CH:26][C:25]=3[S:30](=[O:36])(=[O:37])[NH:31][C:32]([CH3:34])([CH3:33])[CH3:35])=[CH:20][CH:19]=2)[C:15](=[O:16])[N:11]([C:3]2[CH:4]=[C:5]([N+:8]([O-:10])=[O:9])[CH:6]=[CH:7][C:2]=2[C:45]([F:51])([F:42])[F:50])[N:12]=1)[CH2:39][CH2:40][CH3:41] |f:1.2|. Procedure details: To a solution of 600 mg (0.935 mmol) of 2-(2-bromo-5-nitrophenyl)-4-[[2'-(N-t-butylsulfamoyl)biphenyl-4-yl]methyl]-5-n-butyl-2,4-dihydro-3H-1,2,4-triazol-3-one (from Step B) in 1.87 mL of DMF were added 65 mg (1.12 mmol) of potassium fluoride, 179 mg (0.935 mmol) of cuprous iodide, and 197 μL (270 mg, 1.87 mmol) of methyl chlorodifluoroacetate. The mixture was stirred in a sealed tube at 120° C. for 12 hours. The cooled mixture was diluted with H2O and extracted 3× with ethyl acetate. The combin... Starting materials: COCCOc1ccccc1-c1ccc2cnc(O)nn12, CN(C)C=O, CCN(C(C)C)C(C)C, COc1cc(C2CCN(CC(N)=O)CC2)ccc1N, O=S(=O)([O-])C(F)(F)F. Product: COCCOc1ccccc1-c1ccc2cnc(Nc3ccc(C4CCN(CC(N)=O)CC4)cc3OC)nn12. As a reaction SMILES: [CH3:1][O:2][CH2:3][CH2:4][O:5][c:6]1[c:7](-[c:12]2[cH:13][cH:14][c:15]3[cH:16][n:17][c:18]([OH:21])[n:19][n:20]23)[cH:8][cH:9][cH:10][cH:11]1.[CH3:58][N:59]([CH3:60])[CH:61]=[O:62].[CH:22]([N:23]([CH2:24][CH3:25])[CH:26]([CH3:27])[CH3:28])([CH3:29])[CH3:30].[NH2:39][c:40]1[c:41]([O:56][CH3:57])[cH:42][c:43]([CH:46]2[CH2:47][CH2:48][N:49]([CH2:52][C:53](=[O:54])[NH2:55])[CH2:50][CH2:51]2)[cH:44][cH:45]1.[O-:31][S:32]([C:33]([F:34])([F:35])[F:36])(=[O:37])=[O:38]>>[CH3:1][O:2][CH2:3][CH2:4][O:5][c:6]1[c:7](-[c:12]2[cH:13][cH:14][c:15]3[cH:16][n:17][c:18]([NH:39][c:40]4[c:41]([O:56][CH3:57])[cH:42][c:43]([CH:46]5[CH2:47][CH2:48][N:49]([CH2:52][C:53](=[O:54])[NH2:55])[CH2:50][CH2:51]5)[cH:44][cH:45]4)[n:19][n:20]23)[cH:8][cH:9][cH:10][cH:11]1. The reactants are CCCC[N+](CCCC)(CCCC)CCCC, C1CCOC1, Cc1ccc(C(=O)Nc2ccc(CN3CCN(CP(C)(C)=O)CC3)c(C(F)(F)F)c2)cc1C#C[Si](C)(C)C, [F-]. Yields the product C#Cc1cc(C(=O)Nc2ccc(CN3CCN(CP(C)(C)=O)CC3)c(C(F)(F)F)c2)ccc1C. RXN SMILES: [CH2:40]([N+:41]([CH2:42][CH2:43][CH2:44][CH3:45])([CH2:46][CH2:47][CH2:48][CH3:49])[CH2:50][CH2:51][CH2:52][CH3:53])[CH2:54][CH2:55][CH3:56].[CH2:57]1[O:58][CH2:59][CH2:60][CH2:61]1.[CH3:1][P:2](=[O:3])([CH3:4])[CH2:5][N:6]1[CH2:7][CH2:8][N:9]([CH2:12][c:13]2[c:14]([C:35]([F:36])([F:37])[F:38])[cH:15][c:16]([NH:19][C:20]([c:21]3[cH:22][c:23]([C:28]#[C:29][Si:30]([CH3:31])([CH3:32])[CH3:33])[c:24]([CH3:27])[cH:25][cH:26]3)=[O:34])[cH:17][cH:18]2)[CH2:10][CH2:11]1.[F-:39]>>[CH3:1][P:2](=[O:3])([CH3:4])[CH2:5][N:6]1[CH2:7][CH2:8][N:9]([CH2:12][c:13]2[c:14]([C:35]([F:36])([F:37])[F:38])[cH:15][c:16]([NH:19][C:20]([c:21]3[cH:22][c:23]([C:28]#[CH:29])[c:24]([CH3:27])[cH:25][cH:26]3)=[O:34])[cH:17][cH:18]2)[CH2:10][CH2:11]1. Starting materials: ClC1=C(C=CC=C1)C1=CC=C(C=C1)C(C)SCC(=O)N1CCOCC1 ([1-(2'-Chloro-4-biphenylyl)-ethylthio]-acetic acid morpholide), C1CCCCC1.C(C)(=O)OCC (cyclohexane ethyl acetate). The product is ClC1=C(C=CC=C1)C1=CC=C(C=C1)C(C)SCC(=O)N1CCCCC1 ([1-(2'-Chloro-4-biphenylyl)-ethylthio]-acetic acid piperidide). RXN SMILES: [Cl:1][C:2]1[CH:7]=[CH:6][CH:5]=[CH:4][C:3]=1[C:8]1[CH:13]=[CH:12][C:11]([CH:14]([S:16][CH2:17][C:18]([N:20]2[CH2:25][CH2:24]O[CH2:22][CH2:21]2)=[O:19])[CH3:15])=[CH:10][CH:9]=1.[CH2:26]1CCCCC1.C(OCC)(=O)C>>[Cl:1][C:2]1[CH:7]=[CH:6][CH:5]=[CH:4][C:3]=1[C:8]1[CH:13]=[CH:12][C:11]([CH:14]([S:16][CH2:17][C:18]([N:20]2[CH2:25][CH2:24][CH2:26][CH2:22][CH2:21]2)=[O:19])[CH3:15])=[CH:10][CH:9]=1 |f:1.2|. Procedure: [1-(2'-Chloro-4-biphenylyl)-ethylthio]-acetic acid morpholide, oil, Rf -value: 0.4 on carrier 1 with cyclohexane/ethyl acetate = 1:1.